From a dataset of the Open Reaction Database (ORD), a public repository of structured organic reaction records. describe an organic reaction: reactants, conditions, products, and yield Starting materials: CCOC(C)=O, COc1ccc(CCN)cc1OC, O=C(O)CN(c1ccccc1)c1ccccc1. The product is COc1ccc(CCNC(=O)CN(c2ccccc2)c2ccccc2)cc1OC. RXN SMILES: [CH2:31]([O:32][C:33](=[O:34])[CH3:35])[CH3:36].[CH3:1][O:2][c:3]1[cH:4][c:5]([CH2:6][CH2:7][NH2:8])[cH:9][cH:10][c:11]1[O:12][CH3:13].[c:14]1([N:20]([CH2:21][C:22](=[O:23])[OH:24])[c:25]2[cH:26][cH:27][cH:28][cH:29][cH:30]2)[cH:15][cH:16][cH:17][cH:18][cH:19]1>>[CH3:1][O:2][c:3]1[cH:4][c:5]([CH2:6][CH2:7][NH:8][C:22]([CH2:21][N:20]([c:14]2[cH:15][cH:16][cH:17][cH:18][cH:19]2)[c:25]2[cH:26][cH:27][cH:28][cH:29][cH:30]2)=[O:23])[cH:9][cH:10][c:11]1[O:12][CH3:13]. Reactants: CO, CCOC(=O)CCn1nc(-c2ccc(Cl)cc2)n(C2CC2)c1=O, [K+], [OH-]. Yields the product O=C(O)CCn1nc(-c2ccc(Cl)cc2)n(C2CC2)c1=O. RXN SMILES: [CH3:26][OH:27].[Cl:1][c:2]1[cH:3][cH:4][c:5](-[c:8]2[n:9][n:10]([CH2:17][CH2:18][C:19](=[O:20])[O:21][CH2:22][CH3:23])[c:11](=[O:16])[n:12]2[CH:13]2[CH2:14][CH2:15]2)[cH:6][cH:7]1.[K+:25].[OH-:24]>>[Cl:1][c:2]1[cH:3][cH:4][c:5](-[c:8]2[n:9][n:10]([CH2:17][CH2:18][C:19](=[O:20])[OH:21])[c:11](=[O:16])[n:12]2[CH:13]2[CH2:14][CH2:15]2)[cH:6][cH:7]1. Reactants: ClC(Cl)(Cl)Cl, CCOC(=O)c1ncc2c(c1O)c(Br)c(Br)n2Cc1ccccc1OC, O=C1CCC(=O)N1Br. Yields the product CCOC(=O)c1nc(Br)c2c(c1O)c(Br)c(Br)n2Cc1ccccc1OC. RXN SMILES: [C:35]([Cl:36])([Cl:37])([Cl:38])[Cl:39].[CH2:1]([CH3:2])[O:3][C:4](=[O:5])[c:6]1[c:7]([OH:26])[c:8]2[c:9]([cH:10][n:11]1)[n:12]([CH2:17][c:18]1[c:19]([O:24][CH3:25])[cH:20][cH:21][cH:22][cH:23]1)[c:13]([Br:16])[c:14]2[Br:15].[O:27]=[C:28]1[N:29]([Br:34])[C:30](=[O:31])[CH2:32][CH2:33]1>>[CH2:1]([CH3:2])[O:3][C:4](=[O:5])[c:6]1[c:7]([OH:26])[c:8]2[c:9]([c:10]([Br:34])[n:11]1)[n:12]([CH2:17][c:18]1[c:19]([O:24][CH3:25])[cH:20][cH:21][cH:22][cH:23]1)[c:13]([Br:16])[c:14]2[Br:15]. Reactants: BrC=1C=C(C=CC1OC)CC(=O)O (3-bromo-4-methoxyphenylacetic acid), OS(=O)(=O)O (H2SO4), CO (MeOH). Product: COC(CC1=CC(=C(C=C1)OC)Br)=O ((3-Bromo-4-methoxy-phenyl)-acetic acid methyl ester). Reaction SMILES: [Br:1][C:2]1[CH:3]=[C:4]([CH2:10][C:11]([OH:13])=[O:12])[CH:5]=[CH:6][C:7]=1[O:8][CH3:9].OS(O)(=O)=O.[CH3:19]O>>[CH3:19][O:12][C:11](=[O:13])[CH2:10][C:4]1[CH:5]=[CH:6][C:7]([O:8][CH3:9])=[C:2]([Br:1])[CH:3]=1. Procedure details: A solution of 3-bromo-4-methoxyphenylacetic acid (7.5 g, 30.6 mmol), MeOH (24 mL) and H2SO4 (0.8 mL) was stirred at 75° C. for 17 h. The reaction mixture was concentrated. The residue was poured into H2O and extracted with CH2Cl2. The organic layer was washed with brine, dried (NaSO4), filtered and concentrated to afford the title compound. tR: 0.99 min (LC-MS 2). The reactants are CC1=NC(=CC=C1N)N1C[C@@H](CC1)N1[C@H](CCC1)C (2-methyl-6-[(3R)-3-[(2S)-2-methylpyrrolidin-1-yl]pyrrolidin-1-yl]pyridin-3-amine), N1=CC=CC=C1 (pyridine), C(C(CO)(CO)N)O (trisamine), FC1=CC=C(C=C1)S(=O)(=O)Cl (4-fluoro-benzenesulfonyl chloride). The solvent is ClCCCl (DCE), ClCCCl (DCE). Conditions: time 5 hour. Yields the product FC1=CC=C(C=C1)S(=O)(=O)NC=1C(=NC(=CC1)N1C[C@@H](CC1)N1[C@H](CCC1)C)C (4-Fluoro-N-[2-methyl-6-((2S,3′R)-2-methyl-[1,3′]bipyrrolidinyl-1′-yl)-pyridin-3-yl]-benzenesulfonamide). The yield is 18.3%. Reaction SMILES: [CH3:1][C:2]1[C:7]([NH2:8])=[CH:6][CH:5]=[C:4]([N:9]2[CH2:13][CH2:12][C@@H:11]([N:14]3[CH2:18][CH2:17][CH2:16][C@@H:15]3[CH3:19])[CH2:10]2)[N:3]=1.N1C=CC=CC=1.[F:26][C:27]1[CH:32]=[CH:31][C:30]([S:33](Cl)(=[O:35])=[O:34])=[CH:29][CH:28]=1.C(O)C(N)(CO)CO>ClCCCl>[F:26][C:27]1[CH:32]=[CH:31][C:30]([S:33]([NH:8][C:7]2[C:2]([CH3:1])=[N:3][C:4]([N:9]3[CH2:13][CH2:12][C@@H:11]([N:14]4[CH2:18][CH2:17][CH2:16][C@@H:15]4[CH3:19])[CH2:10]3)=[CH:5][CH:6]=2)(=[O:35])=[O:34])=[CH:29][CH:28]=1. Reported procedure: To a solution of 2-methyl-6-[(3R)-3-[(2S)-2-methylpyrrolidin-1-yl]pyrrolidin-1-yl]pyridin-3-amine (22.7 mg, 0.09 mmol) in DCE (1 mL) was added pyridine (0.22 mL, 2.7 mmol) followed by a solution of 4-fluoro-benzenesulfonyl chloride (53 mg, 0.27 mmol) in DCE (1 mL) and stirred at ambient temperature for 5 hours. To this mixture was then added trisamine resin (200 mg, 0.8 mmol, 4 mmol/g loading), stirred for 30 min, filtered and concentrated to afford a crude solid which was purified by flash colu...